Dataset: the Open Reaction Database (ORD), a public repository of structured organic reaction records. Task: describe an organic reaction: reactants, conditions, products, and yield Reactants: F[B-](F)(F)F, N#Cc1cc2cc(Br)ccc2[nH]c1=O, C[O+](C)C, ClCCl, [Na+], [OH-]. Product: COc1nc2ccc(Br)cc2cc1C#N. Reaction SMILES: [B-:15]([F:16])([F:17])([F:18])[F:19].[Br:1][c:2]1[cH:3][c:4]2[cH:5][c:6]([C:13]#[N:14])[c:7](=[O:12])[nH:8][c:9]2[cH:10][cH:11]1.[CH3:20][O+:21]([CH3:22])[CH3:23].[Cl:26][CH2:27][Cl:28].[Na+:25].[OH-:24]>>[Br:1][c:2]1[cH:3][c:4]2[cH:5][c:6]([C:13]#[N:14])[c:7]([O:12][CH3:20])[n:8][c:9]2[cH:10][cH:11]1.